From a dataset of the Open Reaction Database (ORD), a public repository of structured organic reaction records. describe an organic reaction: reactants, conditions, products, and yield Starting materials: C(C)OC(CCCN[C@@H](CN1C(N(C(=C(C1=O)C1=C(C(=CC=C1)OC)F)C)CC1=C(C=CC=C1C(F)(F)F)F)=O)C1=CC=CC=C1)=O (4-((R)-2-[5-(2-fluoro-3-methoxy-phenyl)-3-(2-fluoro-6-trifluoromethyl-benzyl)-4-methyl-2,6-dioxo-3,6-dihydro-2H-pyrimidin-1-yl]-1-phenyl-ethylamino)-butyric acid ethyl ester), [OH-].[Na+].O (NaOH water). Reaction conditions: temperature 22.5 celsius, time 5 hour. Yields the product [Na+].FC1=C(C=CC=C1OC)C1=C(N(C(N(C1=O)C[C@@H](C1=CC=CC=C1)NCCCC(=O)[O-])=O)CC1=C(C=CC=C1C(F)(F)F)F)C (4-((R)-2-[5-(2-fluoro-3-methoxy-phenyl)-3-(2-fluoro-6-trifluoromethyl-benzyl)-4-methyl-2,6-dioxo-3,6-dihydro-2H-pyrimidin-1-yl]-1-phenyl-ethylamino)-butyric acid sodium salt). Isolated yield 53.3%. As a reaction SMILES: C([O:3][C:4](=[O:47])[CH2:5][CH2:6][CH2:7][NH:8][C@H:9]([C:41]1[CH:46]=[CH:45][CH:44]=[CH:43][CH:42]=1)[CH2:10][N:11]1[C:16](=[O:17])[C:15]([C:18]2[CH:23]=[CH:22][CH:21]=[C:20]([O:24][CH3:25])[C:19]=2[F:26])=[C:14]([CH3:27])[N:13]([CH2:28][C:29]2[C:34]([C:35]([F:38])([F:37])[F:36])=[CH:33][CH:32]=[CH:31][C:30]=2[F:39])[C:12]1=[O:40])C.[OH-].[Na+:49].O>>[Na+:49].[F:26][C:19]1[C:20]([O:24][CH3:25])=[CH:21][CH:22]=[CH:23][C:18]=1[C:15]1[C:16](=[O:17])[N:11]([CH2:10][C@H:9]([NH:8][CH2:7][CH2:6][CH2:5][C:4]([O-:47])=[O:3])[C:41]2[CH:42]=[CH:43][CH:44]=[CH:45][CH:46]=2)[C:12](=[O:40])[N:13]([CH2:28][C:29]2[C:34]([C:35]([F:38])([F:36])[F:37])=[CH:33][CH:32]=[CH:31][C:30]=2[F:39])[C:14]=1[CH3:27] |f:1.2.3,4.5|. Procedure details: To a reactor was charged a stock solution of 4-((R)-2-[5-(2-fluoro-3-methoxy-phenyl)-3-(2-fluoro-6-trifluoromethyl-benzyl)-4-methyl-2,6-dioxo-3,6-dihydro-2H-pyrimidin-1-yl]-1-phenyl-ethylamino)-butyric acid ethyl ester 4a (81.8 kg solution, containing ˜17.1 kg of 4a). A solution of NaOH/water (2.2 kg/70 L) was added and the reactor contents were stirred at 20-25° C. for five hours until reaction completion. The reactor contents were concentrated using vacuum distillation. Water (124 L) was added... Starting materials: COC(CC(CCOC)=O)=O (Methyl-5-methoxy-3-oxovalerate), CO (methanol), C(=O)[O-].[NH4+] (ammonium formate), [BH3-]C#N.[Na+] (NaBH3CN). The solvent is Cl (HCl), C(Cl)Cl (Methylene chloride). Yields the product COC(CC(CCOC)N)=O (methyl-5-methoxy-3-aminovalerate). Yield: 101.1%. As a reaction SMILES: [CH3:1][O:2][C:3](=[O:11])[CH2:4][C:5](=O)[CH2:6][CH2:7][O:8][CH3:9].CO.C([O-])=O.[NH4+].[BH3-]C#[N:20].[Na+]>Cl.C(Cl)Cl>[CH3:1][O:2][C:3](=[O:11])[CH2:4][CH:5]([NH2:20])[CH2:6][CH2:7][O:8][CH3:9] |f:2.3,4.5|. Procedure: Methyl-5-methoxy-3-oxovalerate (10 g, 62.5 mmol) was added to methanol (200 ml) followed by ammonium formate (39.4 g, 620 mmol) and NaBH3CN (3.9 g, 46 mmol) at 25° C. After 24 h the methanol was removed in vacuo to leave a white mass. Methylene chloride was added and the mixture filtered. The methylene chloride was evaporated resulting in an oil which was dissolved in 1N HCl (200 ml) and extracted with ether (100 ml). The ether layer was discarded and the aqueous layer was made basic using solid...